Dataset: the Open Reaction Database (ORD), a public repository of structured organic reaction records. Task: describe an organic reaction: reactants, conditions, products, and yield Starting materials: N(CCCCCCCCCCCCCCCCCC)(CCCCCCCCCCCCCCCCCC)C(=O)COCC(=O)NCC(=O)NCC(=O)NCC(=O)OCC1=CC=CC=C1 ((C18H37)2NCOCH2OCH2CO-Gly-Gly-Gly-OCH2Ph), [H][H] (hydrogen). The reagents and catalysts are [Pd] (Pd/C). Solvent: C(C)O (ethanol). The product is N(CCCCCCCCCCCCCCCCCC)(CCCCCCCCCCCCCCCCCC)C(=O)COCC(=O)NCC(=O)NCC(=O)NCC(=O)O ((C18H37)2NCOCH2OCH2CO-Gly-Gly-Gly-OH). Isolated yield 96.6%. As a reaction SMILES: [N:1]([C:38]([CH2:40][O:41][CH2:42][C:43]([NH:45][CH2:46][C:47]([NH:49][CH2:50][C:51]([NH:53][CH2:54][C:55]([O:57]CC1C=CC=CC=1)=[O:56])=[O:52])=[O:48])=[O:44])=[O:39])([CH2:20][CH2:21][CH2:22][CH2:23][CH2:24][CH2:25][CH2:26][CH2:27][CH2:28][CH2:29][CH2:30][CH2:31][CH2:32][CH2:33][CH2:34][CH2:35][CH2:36][CH3:37])[CH2:2][CH2:3][CH2:4][CH2:5][CH2:6][CH2:7][CH2:8][CH2:9][CH2:10][CH2:11][CH2:12][CH2:13][CH2:14][CH2:15][CH2:16][CH2:17][CH2:18][CH3:19].[H][H]>C(O)C.[Pd]>[N:1]([C:38]([CH2:40][O:41][CH2:42][C:43]([NH:45][CH2:46][C:47]([NH:49][CH2:50][C:51]([NH:53][CH2:54][C:55]([OH:57])=[O:56])=[O:52])=[O:48])=[O:44])=[O:39])([CH2:20][CH2:21][CH2:22][CH2:23][CH2:24][CH2:25][CH2:26][CH2:27][CH2:28][CH2:29][CH2:30][CH2:31][CH2:32][CH2:33][CH2:34][CH2:35][CH2:36][CH3:37])[CH2:2][CH2:3][CH2:4][CH2:5][CH2:6][CH2:7][CH2:8][CH2:9][CH2:10][CH2:11][CH2:12][CH2:13][CH2:14][CH2:15][CH2:16][CH2:17][CH2:18][CH3:19]. Procedure details: (C18H37)2NCOCH2OCH2CO-Gly-Gly-Gly-OCH2Ph (1.0 g, 1.1 mmol) was dissolved in absolute ethanol (100 mL), 10% Pd/C (0.2 g) was added, and this mixture was shaken under 70 psi hydrogen pressure for 3 h in a Parr apparatus. The reaction mixture was heated to reflux and filtered through a celite layer and the solvent was evaporated under reduced pressure to leave (C18H37)2NCOCH2OCH2CO-Gly-Gly-Gly-OH as a white solid (0.86 g, 96%), mp 163–164° C. 1H-NMR (300 MHz, δ, CD3OD): 0.90 (6H, t, J=6.9 Hz), 1.29... Starting materials: COC(=O)c1sc(-c2ccccc2)cc1N(C(=O)C1CC=C(C)C1)C(C)C, [Li+], [OH-], O. Yields the product CC1=CCC(C(=O)N(c2cc(-c3ccccc3)sc2C(=O)O)C(C)C)C1. As a reaction SMILES: [CH3:1][O:2][C:3](=[O:4])[c:5]1[s:6][c:7](-[c:22]2[cH:23][cH:24][cH:25][cH:26][cH:27]2)[cH:8][c:9]1[N:10]([C:11](=[O:12])[CH:13]1[CH2:14][C:15]([CH3:18])=[CH:16][CH2:17]1)[CH:19]([CH3:20])[CH3:21].[Li+:29].[OH-:28].[OH2:30]>>[O:2]=[C:3]([OH:4])[c:5]1[s:6][c:7](-[c:22]2[cH:23][cH:24][cH:25][cH:26][cH:27]2)[cH:8][c:9]1[N:10]([C:11](=[O:12])[CH:13]1[CH2:14][C:15]([CH3:18])=[CH:16][CH2:17]1)[CH:19]([CH3:20])[CH3:21]. The reactants are CC(C(=O)OC)(C)C1=CC=CC=C1 (methyl 2-methyl-2-phenylpropionate), C(CCC)[Li] (n-butyl lithium), CCCCCC (hexane), CP(OC)(OC)=O (dimethyl methylphosphonate). The solvent is C1CCOC1 (THF), C(C)(=O)O (acetic acid), C1CCOC1 (THF), O (water). Reaction conditions: temperature -78 celsius, time 30 minute. Yields the product CC(C(CP(OC)(OC)=O)=O)(C)C1=CC=CC=C1 (Dimethyl 3-methyl-2-oxo-3-phenylbutylphosphonate). RXN SMILES: C([Li])CCC.CCCCCC.[CH3:12][P:13](=[O:18])([O:16][CH3:17])[O:14][CH3:15].[CH3:19][C:20]([C:26]1[CH:31]=[CH:30][CH:29]=[CH:28][CH:27]=1)([CH3:25])[C:21](OC)=[O:22]>C1COCC1.O.C(O)(=O)C>[CH3:25][C:20]([C:26]1[CH:31]=[CH:30][CH:29]=[CH:28][CH:27]=1)([CH3:19])[C:21](=[O:22])[CH2:12][P:13](=[O:18])([O:16][CH3:17])[O:14][CH3:15]. Reported procedure: A solution of n-butyl lithium in hexane (1.59N, 44.0 ml, 70.0 mmol) was added to a solution of dimethyl methylphosphonate (8.74 g, 70.0 mmol) in anhydrous THF (130 ml) cooled at -78° C. under argon atmosphere, and the mixture was stirred for 30 minutes. To this reaction mixture was added a solution of methyl 2-methyl-2-phenylpropionate (5.00 g, 28.0 mmol) in anhydrous THF (15 ml) at -78° C. The mixture was stirred for 2 hours, allowed to warm to room temperature and neutralized with acetic acid.... Reactants: CS(C)=O, CC(C)(C)OC(=O)N1CCC(CN)CC1, Clc1nc(-n2cnc3ccccc32)c2nc[nH]c2n1. The product is CC(C)(C)OC(=O)N1CCC(CNc2nc(-n3cnc4ccccc43)c3nc[nH]c3n2)CC1. As a reaction SMILES: [CH3:35][S:36]([CH3:37])=[O:38].[NH2:20][CH2:21][CH:22]1[CH2:23][CH2:24][N:25]([C:28](=[O:29])[O:30][C:31]([CH3:32])([CH3:33])[CH3:34])[CH2:26][CH2:27]1.[n:1]1(-[c:10]2[c:11]3[n:12][cH:13][nH:14][c:15]3[n:16][c:17]([Cl:19])[n:18]2)[cH:2][n:3][c:4]2[c:5]1[cH:6][cH:7][cH:8][cH:9]2>>[n:1]1(-[c:10]2[c:11]3[n:12][cH:13][nH:14][c:15]3[n:16][c:17]([NH:20][CH2:21][CH:22]3[CH2:23][CH2:24][N:25]([C:28](=[O:29])[O:30][C:31]([CH3:32])([CH3:33])[CH3:34])[CH2:26][CH2:27]3)[n:18]2)[cH:2][n:3][c:4]2[c:5]1[cH:6][cH:7][cH:8][cH:9]2. Reactants: Cl.O1CCOC12CC(NCC2)CN2C(C1=CC=CC=C1C2=O)=O (2-(1,4-dioxa-8-aza-spiro[4.5]dec-7-ylmethyl)-isoindole-1,3-dione hydrochloride), ClC(=O)OCC (ethyl chloroformate), C(C)(C)N(CC)C(C)C (diisopropylethylamine). The solvent is O1CCCC1 (tetrahydrofuran). Conditions: time 3 hour. Product: C(C)OC(=O)N1C(CC2(OCCO2)CC1)CN1C(C2=CC=CC=C2C1=O)=O (7-(1,3-dioxo-1,3-dihydro-isoindol-2-ylmethyl)-1,4-dioxa-8-aza-spiro[4.5]decane-8-carboxylic acid ethyl ester). Isolated yield 59.8%. As a reaction SMILES: Cl.[O:2]1[C:6]2([CH2:11][CH2:10][NH:9][CH:8]([CH2:12][N:13]3[C:21](=[O:22])[C:20]4[C:15](=[CH:16][CH:17]=[CH:18][CH:19]=4)[C:14]3=[O:23])[CH2:7]2)[O:5][CH2:4][CH2:3]1.Cl[C:25]([O:27][CH2:28][CH3:29])=[O:26].C(N(C(C)C)CC)(C)C>O1CCCC1>[CH2:28]([O:27][C:25]([N:9]1[CH2:10][CH2:11][C:6]2([O:5][CH2:4][CH2:3][O:2]2)[CH2:7][CH:8]1[CH2:12][N:13]1[C:14](=[O:23])[C:15]2[C:20](=[CH:19][CH:18]=[CH:17][CH:16]=2)[C:21]1=[O:22])=[O:26])[CH3:29] |f:0.1|. Procedure details: To a suspension of the above 2-(1,4-dioxa-8-aza-spiro[4.5]dec-7-ylmethyl)-isoindole-1,3-dione hydrochloride (0.7 g, 2.1 mmol) and ethyl chloroformate (0.24 ml, 2.5 mmol) in dry tetrahydrofuran (14 ml) cooled in an ice bath under nitrogen was added diisopropylethylamine (0.95 ml, 5.4 mmol) and the reaction mixture was stirred at ambient temperature for 3 hours. The volatiles were removed in vacuo and the residue was partitioned between dichloromethane (25 ml) and 1N hydrochloric acid (25 ml). The... Reactants: N1(C=NC=C1)CC1=CC=C(C=C1)C1=C(C=CC(=C1)CC(C)C)S(=O)(=O)NC(C)(C)C (2-(4-Imidazol-1-ylmethylphenyl)-4-iso-butyl-N-tert-butylbenzene-sulfonamide), B(Cl)(Cl)Cl (BCl3), O (Water). Solvent: C(Cl)Cl (CH2Cl2). Conditions: time 0.5 hour. The product is N1(C=NC=C1)CC1=CC=C(C=C1)C1=C(C=CC(=C1)CC(C)C)S(=O)(=O)N (2-(4-Imidazol-1-ylmethylphenyl)-4-iso-butylbenzene-sulfonamide). Reaction SMILES: [N:1]1([CH2:6][C:7]2[CH:12]=[CH:11][C:10]([C:13]3[CH:18]=[C:17]([CH2:19][CH:20]([CH3:22])[CH3:21])[CH:16]=[CH:15][C:14]=3[S:23]([NH:26]C(C)(C)C)(=[O:25])=[O:24])=[CH:9][CH:8]=2)[CH:5]=[CH:4][N:3]=[CH:2]1.B(Cl)(Cl)Cl.O>C(Cl)Cl>[N:1]1([CH2:6][C:7]2[CH:8]=[CH:9][C:10]([C:13]3[CH:18]=[C:17]([CH2:19][CH:20]([CH3:22])[CH3:21])[CH:16]=[CH:15][C:14]=3[S:23]([NH2:26])(=[O:24])=[O:25])=[CH:11][CH:12]=2)[CH:5]=[CH:4][N:3]=[CH:2]1. Procedure: To a solution of 2-(4-imidazol-1-ylmethylphenyl)-4-iso-butyl-N-tert-butylbenzene-sulfonamide (0.211 mmol, 90.0 mg, see step (c) above) in CH2Cl2 (5 mL) was added BCl3 (1.5 mL, 1M, 1.5 mmol) under N2 (g). The mixture was stirred for 0.5 h. Water (50 mL) was added and the mixture was extracted with ethyl acetate (3×50 mL). The combined organic phases were washed with brine and dried over MgSO4 and the solvent was removed in vacuo. The crude product was used directly in the next step without furthe... Starting materials: C(C)(C)[N-]C(C)C.[Li+].C1CCCCC1 (lithium diisopropylamide cyclohexane), COC1=C(C(=O)OCC)C(=CC=C1)C (Ethyl 2-methoxy-6-methylbenzoate), C(C1=CC=C(C=C1)OC)#N (Anisonitrile). Run in O1CCCC1 (tetrahydrofuran), O1CCCC1 (tetrahydrofuran). Conditions: time 45 minute. Product: COC=1C=CC=C2C=C(NC(C12)=O)C1=CC=C(C=C1)OC (8-Methoxy-3-(4-methoxyphenyl)isoquinolin-1-(2H)-one). Isolated yield 13.7%. As a reaction SMILES: [CH3:1][O:2][C:3]1[CH:13]=[CH:12][CH:11]=[C:10]([CH3:14])[C:4]=1[C:5]([O:7]CC)=O.C([N-]C(C)C)(C)C.[Li+].C1CCCCC1.[C:29](#[N:38])[C:30]1[CH:35]=[CH:34][C:33]([O:36][CH3:37])=[CH:32][CH:31]=1>O1CCCC1>[CH3:1][O:2][C:3]1[CH:13]=[CH:12][CH:11]=[C:10]2[C:4]=1[C:5](=[O:7])[NH:38][C:29]([C:30]1[CH:35]=[CH:34][C:33]([O:36][CH3:37])=[CH:32][CH:31]=1)=[CH:14]2 |f:1.2.3|. Procedure details: Ethyl 2-methoxy-6-methylbenzoate (5.011 g) was dissolved in tetrahydrofuran (20 ml), followed by the addition of 1.5M lithium diisopropylamide/cyclohexane solution (19 ml) in nitrogen atmosphere at −70° C. The resulting mixture was stirred for 45 min. Anisonitrile (3.462 g)/tetrahydrofuran (10 ml) solution was added to the reaction mixture. The cooling bath was removed, and then the mixture was stirred for 100 min. An aqueous solution of saturated ammonium chloride and ethyl acetate were added t... Starting materials: CCN(CC)C(=O)CC(C)=O, [Li]CCCC, CCCCCC, CC(C)NC(C)C, Cl, O=CC=Cc1ccccc1, O. Yields the product CCN(CC)C(=O)CC(=O)CC(O)C=Cc1ccccc1. RXN SMILES: [CH2:13]([CH3:14])[N:15]([C:16]([CH2:17][C:18](=[O:19])[CH3:20])=[O:21])[CH2:22][CH3:23].[CH2:8]([Li:9])[CH2:10][CH2:11][CH3:12].[CH3:35][CH2:36][CH2:37][CH2:38][CH2:39][CH3:40].[CH:1]([NH:2][CH:3]([CH3:4])[CH3:5])([CH3:6])[CH3:7].[ClH:34].[O:24]=[CH:25][CH:26]=[CH:27][c:28]1[cH:29][cH:30][cH:31][cH:32][cH:33]1.[OH2:41]>>[CH2:13]([CH3:14])[N:15]([C:16]([CH2:17][C:18](=[O:19])[CH2:20][CH:25]([OH:24])[CH:26]=[CH:27][c:28]1[cH:29][cH:30][cH:31][cH:32][cH:33]1)=[O:21])[CH2:22][CH3:23].